Dataset: the Open Reaction Database (ORD), a public repository of structured organic reaction records. Task: describe an organic reaction: reactants, conditions, products, and yield The reactants are NCCC1=CC=C(C=C1)C(=CCCCC(=O)O)C=1C=NC=CC1 (6-(4-(2-aminoethyl)phenyl)-6-(3-pyridyl)hex-5-enoic acid), C(C)(=O)O (Acetic acid), FC1=CC=C(C=C1)S(=O)(=O)Cl (4-fluorobenzenesulphonic acid chloride), C([O-])([O-])=O.[K+].[K+] (potassium carbonate). Solvent: O1CCOCC1 (dioxan), O1CCOCC1 (dioxan). Reaction conditions: time 8 hour. Product: FC1=CC=C(C=C1)S(=O)(=O)NCCC1=CC=C(C=C1)C(=CCCCC(=O)O)C=1C=NC=CC1 (6-(4-(2-(4-Fluorobenzenesulphonylamino)ethyl)phenyl)-6-(3-pyridyl)-hex-5-enoic acid). Reaction SMILES: [NH2:1][CH2:2][CH2:3][C:4]1[CH:9]=[CH:8][C:7]([C:10]([C:18]2[CH:19]=[N:20][CH:21]=[CH:22][CH:23]=2)=[CH:11][CH2:12][CH2:13][CH2:14][C:15]([OH:17])=[O:16])=[CH:6][CH:5]=1.C(=O)([O-])[O-].[K+].[K+].[F:30][C:31]1[CH:36]=[CH:35][C:34]([S:37](Cl)(=[O:39])=[O:38])=[CH:33][CH:32]=1.C(O)(=O)C>O1CCOCC1>[F:30][C:31]1[CH:36]=[CH:35][C:34]([S:37]([NH:1][CH2:2][CH2:3][C:4]2[CH:5]=[CH:6][C:7]([C:10]([C:18]3[CH:19]=[N:20][CH:21]=[CH:22][CH:23]=3)=[CH:11][CH2:12][CH2:13][CH2:14][C:15]([OH:17])=[O:16])=[CH:8][CH:9]=2)(=[O:39])=[O:38])=[CH:33][CH:32]=1 |f:1.2.3|. Reported procedure: 3.1 g of 6-(4-(2-aminoethyl)phenyl)-6-(3-pyridyl)hex-5-enoic acid (prepared analogously to Example 10d) are stirred into 150 ml of dioxan with 5 ml of saturated potassium carbonate solution. Then 2.9 g of 4-fluorobenzenesulphonic acid chloride in 20 ml of dioxan are added and the resulting mixture is stirred overnight at ambient temperature. Acetic acid is added and a precipitate is formed. This is separated off and taken up in ethyl acetate, then dried and evaporated down. Finally, the residue ... Starting materials: C1(CCCCCC1)=C(C1=CC=C(C=C1)/C=C/P(OCC)(OCC)=O)C1=CC=C(C=C1)O (Diethyl (E)-2-{-4-[cycloheptylidene(4-hydroxyphenyl)methyl]phenyl}ethenylphosphonate), [OH-].[Na+] (NaOH), solution. Run in CCO (EtOH). Product: C1(CCCCCC1)=C(C1=CC=C(C=C1)/C=C/P(OCC)(O)=O)C1=CC=C(C=C1)O (Ethyl hydrogen (E)-2-{4-[cycloheptylidene(4-hydroxyphenyl)methyl]phenyl}ethenylphosphonate). The yield is 86.4%. Reaction SMILES: [C:1]1(=[C:8]([C:25]2[CH:30]=[CH:29][C:28]([OH:31])=[CH:27][CH:26]=2)[C:9]2[CH:14]=[CH:13][C:12](/[CH:15]=[CH:16]/[P:17](=[O:24])([O:21]CC)[O:18][CH2:19][CH3:20])=[CH:11][CH:10]=2)[CH2:7][CH2:6][CH2:5][CH2:4][CH2:3][CH2:2]1.[OH-].[Na+]>CCO>[C:1]1(=[C:8]([C:25]2[CH:30]=[CH:29][C:28]([OH:31])=[CH:27][CH:26]=2)[C:9]2[CH:14]=[CH:13][C:12](/[CH:15]=[CH:16]/[P:17](=[O:21])([OH:24])[O:18][CH2:19][CH3:20])=[CH:11][CH:10]=2)[CH2:7][CH2:6][CH2:5][CH2:4][CH2:3][CH2:2]1 |f:1.2|. Procedure details: To a solution of diethyl (E)-2-{-4-[cycloheptylidene(4-hydroxyphenyl)methyl]phenyl}ethenylphosphonate (63) (0.051 g, 0.115 mmol) in EtOH (4 mL) was added aqueous NaOH (1 mL of a 5M solution, 5 mmol). The solution was heated to reflux for 4 h, then cooled to RT and concentrated. The residue was dissolved in water (1 mL) and the pH adjusted to ˜2 with with1 N aqueous HCl. The mixture was extracted with EtOAc (2×10 mL). The organics were dried (Na2SO4) and concentrated to provide compound 64 (0.041... Starting materials: CN1C(NC2=CC=CC=C2C1(C(=O)NC(=O)N)O)=O (3-Methyl-4-hydroxy-4-ureidocarbonyl-2-oxo-1,2,3,4-tetrahydroquinazoline). Solvent: ClC1=C(C=CC=C1)Cl (1,2-dichlorobenzene). Reaction conditions: time 1.5 hour. Product: CN1C(NC2=CC=CC=C2C12NC(NC2=O)=O)=O (3-methyl-spiro[1,2,3,4-tetrahydroquinazoline-4,4'-imidazolidine]-2,2',5'-trione). Isolated yield 57.2%. Reaction SMILES: [CH3:1][N:2]1[C:11](O)([C:12]([NH:14][C:15]([NH2:17])=[O:16])=[O:13])[C:10]2[C:5](=[CH:6][CH:7]=[CH:8][CH:9]=2)[NH:4][C:3]1=[O:19]>ClC1C=CC=CC=1Cl>[CH3:1][N:2]1[C:11]2([C:12](=[O:13])[NH:14][C:15](=[O:16])[NH:17]2)[C:10]2[C:5](=[CH:6][CH:7]=[CH:8][CH:9]=2)[NH:4][C:3]1=[O:19]. Reported procedure: 3-Methyl-4-hydroxy-4-ureidocarbonyl-2-oxo-1,2,3,4-tetrahydroquinazoline (1.5 g) is added to 1,2-dichlorobenzene (30 ml), and the mixture is refluxed with stirring for 1.5 hour. After cooling, the precipitates are taken by filtration and recrystallized from dimethylsulfoxide to give 3-methyl-spiro[1,2,3,4-tetrahydroquinazoline-4,4'-imidazolidine]-2,2',5'-trione (0.8 g). The reactants are [NH4+].[Cl-] (NH4Cl), N(=O)[O-].[Na+] (sodium nitrite), oil, diazonium salt, Cl (HCl), FC(C=1C=C(N)C=CC1)(F)F (3-(trifluoromethyl)aniline), ClC1=C(CCl)C=CC=N1 (2-chloronicotinyl chloride), FC1=CC=C(C=C1)CC(C)=O ((4-fluorophenyl)acetone), O1CCCC1.C(C)(C)[N-]C(C)C.[Li+] (lithium diisopropylamide mono(tetrahydrofuran)), solution, [OH-].[K+] (potassium hydroxide). The solvent is C(C)(=O)O (acetic acid), O (water), O (water), C1CCOC1 (THF), C1CCOC1 (THF), C1CCOC1 (THF), O (water), C(C)O (ethanol). Run at time 1 hour. Yields the product 3-(trifluoromethyl)diazonium chloride, ClC1=NC=CC=C1C(C(C(C)=O)(N=NC1=CC(=CC=C1)C(F)(F)F)C1=CC=C(C=C1)F)=O (1-(2-Chloro-3-pyridinyl)-2-(4-fluorophenyl)-2-[[3-(trifluoromethyl)phenyl]azo]-1,3-butanedione). As a reaction SMILES: [F:1][C:2]1[CH:7]=[CH:6][C:5]([CH2:8][C:9](=[O:11])[CH3:10])=[CH:4][CH:3]=1.[O:12]1[CH2:16][CH2:15]CC1.C([N-:20]C(C)C)(C)C.[Li+].[Cl:25][C:26]1[N:33]=[CH:32][CH:31]=[CH:30]C=1CCl.[NH4+].[Cl-].Cl.[F:37][C:38]([F:47])([F:46])[C:39]1[CH:40]=[C:41]([CH:43]=[CH:44][CH:45]=1)[NH2:42].N([O-])=O.[Na+].[OH-].[K+]>C1COCC1.O.C(O)C.C(O)(=O)C>[Cl:25][C:26]1[C:10]([C:9](=[O:11])[C:8]([C:5]2[CH:4]=[CH:3][C:2]([F:1])=[CH:7][CH:6]=2)([N:20]=[N:42][C:41]2[CH:43]=[CH:44][CH:45]=[C:39]([C:38]([F:46])([F:47])[F:37])[CH:40]=2)[C:16](=[O:12])[CH3:15])=[CH:30][CH:31]=[CH:32][N:33]=1 |f:1.2.3,5.6,9.10,11.12|. Procedure: To a stirred solution of (4-fluorophenyl)acetone (1.52 g, 10 mmol) in anhydrous THF (10 mL) at -78° C. under N2 was added lithium diisopropylamide mono(tetrahydrofuran) (5.33 mL of a 1.5M solution in THF, 8 mmol). The solution was allowed to warm to room temperature over 1 h, and then was cooled to -78° C. This solution was then transferred via cannula to a solution of 2-chloronicotinyl chloride (3.50 g, 20 mmol) in anhydrous THF (20 mL) at -78° C. After stirring at -78° C. for 1 h, the solution... Reactants: Example 5 ( b ), COC1=CC2=C(CC(N(CC2)CCCCl)=O)C=C1OC (1-[7,8-dimethoxy-1,3,4,5-tetrahydro-2H-3-benzazepin-2-on-3-yl]-3-chloro-propane), CNCCC1=CC=C(C=C1)[N+](=O)[O-] (N-methyl-N-[2-(4-nitro-phenyl)-ethyl]-amine). Product: Cl.COC1=CC2=C(CC(N(CC2)CCCN(CCC2=CC=C(C=C2)[N+](=O)[O-])C)=O)C=C1OC (1-[7,8-Dimethoxy-1,3,4,5-tetrahydro-2H-3-benzazepin-2-on-3-yl]-3-[N-methyl-N-(2-{4-nitro-phenyl}-ethyl)-amino]-propane hydrochloride). As a reaction SMILES: [CH3:1][O:2][C:3]1[C:18]([O:19][CH3:20])=[CH:17][C:6]2[CH2:7][C:8](=[O:16])[N:9]([CH2:12][CH2:13][CH2:14][Cl:15])[CH2:10][CH2:11][C:5]=2[CH:4]=1.[CH3:21][NH:22][CH2:23][CH2:24][C:25]1[CH:30]=[CH:29][C:28]([N+:31]([O-:33])=[O:32])=[CH:27][CH:26]=1>>[ClH:15].[CH3:1][O:2][C:3]1[C:18]([O:19][CH3:20])=[CH:17][C:6]2[CH2:7][C:8](=[O:16])[N:9]([CH2:12][CH2:13][CH2:14][N:22]([CH3:21])[CH2:23][CH2:24][C:25]3[CH:26]=[CH:27][C:28]([N+:31]([O-:33])=[O:32])=[CH:29][CH:30]=3)[CH2:10][CH2:11][C:5]=2[CH:4]=1 |f:2.3|. Procedure: This compound was prepared analogous to Example 5 (b) by reaction of 1-[7,8-dimethoxy-1,3,4,5-tetrahydro-2H-3-benzazepin-2-on-3-yl]-3-chloro-propane with N-methyl-N-[2-(4-nitro-phenyl)-ethyl]-amine. The reactants are CC(=O)O, CC(=O)N1CCC(N2Cc3c(ccc4[nH]ncc34)CC(N)C2=O)CC1, CS(=O)(=O)O, O=C1Nc2ccccc2CN1C1CCNCC1. Yields the product CC(=O)N1CCC(N2Cc3c(ccc4[nH]ncc34)CC(NC(=O)N3CCC(N4Cc5ccccc5NC4=O)CC3)C2=O)CC1. Reaction SMILES: [C:31]([OH:32])(=[O:33])[CH3:34].[C:6]([CH3:7])(=[O:8])[N:9]1[CH2:10][CH2:11][CH:12]([N:15]2[CH2:16][c:17]3[c:18]4[cH:19][n:20][nH:21][c:22]4[cH:23][cH:24][c:25]3[CH2:26][CH:27]([NH2:30])[C:28]2=[O:29])[CH2:13][CH2:14]1.[CH3:1][S:2]([OH:3])(=[O:4])=[O:5].[NH:35]1[CH2:36][CH2:37][CH:38]([N:41]2[C:42](=[O:51])[NH:43][c:44]3[cH:45][cH:46][cH:47][cH:48][c:49]3[CH2:50]2)[CH2:39][CH2:40]1>>[C:6]([CH3:7])(=[O:8])[N:9]1[CH2:10][CH2:11][CH:12]([N:15]2[CH2:16][c:17]3[c:18]4[cH:19][n:20][nH:21][c:22]4[cH:23][cH:24][c:25]3[CH2:26][CH:27]([NH:30][C:31](=[O:33])[N:35]3[CH2:36][CH2:37][CH:38]([N:41]4[C:42](=[O:51])[NH:43][c:44]5[cH:45][cH:46][cH:47][cH:48][c:49]5[CH2:50]4)[CH2:39][CH2:40]3)[C:28]2=[O:29])[CH2:13][CH2:14]1. The reactants are C=CCC1(C(=O)OC)CCCCC1, [O-][I+3]([O-])([O-])O, [Na], C1CCOC1, O, O=[Os](=O)(=O)=O. Yields the product COC(=O)C1(CC=O)CCCCC1. As a reaction SMILES: [CH2:1]([CH:2]=[CH2:3])[C:4]1([C:10](=[O:11])[O:12][CH3:13])[CH2:5][CH2:6][CH2:7][CH2:8][CH2:9]1.[I+3:14]([O-:15])([OH:16])([O-:17])[O-:18].[Na:19].[O:21]1[CH2:22][CH2:23][CH2:24][CH2:25]1.[OH2:20].[Os:26](=[O:27])(=[O:28])(=[O:29])=[O:30]>>[CH2:1]([CH:2]=[O:15])[C:4]1([C:10](=[O:11])[O:12][CH3:13])[CH2:5][CH2:6][CH2:7][CH2:8][CH2:9]1.